Dataset: the Open Reaction Database (ORD), a public repository of structured organic reaction records. Task: describe an organic reaction: reactants, conditions, products, and yield Product: 6-hydroxymethyl-1-(2-prol:)yl, N1C=CC2=CC=CC=C12 (indole). Isolated yield 158.8%. The reactants are CO (methanol), C(=O)(OC)C1=CC=C2C=CN(C2=C1)C(C)C (6-carbomethoxy-1-(2-propyl)indole), [H-].[Al+3].[Li+].[H-].[H-].[H-] (lithium aluminum hydride), [OH-].[Na+] (sodium hydroxide). Conditions: temperature 25 celsius, time 45 minute. Procedure: A solution of 0.250 g (1.15 mmole) of 6-carbomethoxy-1-(2-propyl)indole in 2 mL of anhydrous tetrahydrofuran was added dropwise to a stirring slurry of lithium aluminum hydride (52.4 ing 1.38 mmole) in 7 mL of anhydrous tetrahydrofuran under argon it 0° C. and then stirred at 25° C. for 45 min. The solution was cooled to 0° C. and 0.340 mL of methanol was added dropwise, followed by 0.58 mL of 1N sodium hydroxide solution. The slurry was stirred at 25° C. for 15 min. The white precipitate was fi... Run in O1CCCC1 (tetrahydrofuran), O1CCCC1 (tetrahydrofuran). As a reaction SMILES: C([C:5]1[CH:13]=[C:12]2[C:8]([CH:9]=[CH:10][N:11]2C(C)C)=[CH:7][CH:6]=1)(OC)=O.[H-].[Al+3].[Li+].[H-].[H-].[H-].CO.[OH-].[Na+]>O1CCCC1>[NH:11]1[C:12]2[C:8](=[CH:7][CH:6]=[CH:5][CH:13]=2)[CH:9]=[CH:10]1 |f:1.2.3.4.5.6,8.9|. Reactants: CN1CCCC1=O, CO, Nc1nc(Cl)ccc1[N+](=O)[O-], NCCN1CCC(Nc2nc3ccccc3n2Cc2ccc(F)cc2)CC1, N. The product is Nc1nc(NCCN2CCC(Nc3nc4ccccc4n3Cc3ccc(F)cc3)CC2)ccc1[N+](=O)[O-]. Reaction SMILES: [CH3:39][N:40]1[CH2:41][CH2:42][CH2:43][C:44]1=[O:45].[CH3:47][OH:48].[Cl:1][c:2]1[cH:3][cH:4][c:5]([N+:9](=[O:10])[O-:11])[c:6]([NH2:8])[n:7]1.[NH2:12][CH2:13][CH2:14][N:15]1[CH2:16][CH2:17][CH:18]([NH:21][c:22]2[n:23][c:24]3[c:25]([n:26]2[CH2:27][c:28]2[cH:29][cH:30][c:31]([F:34])[cH:32][cH:33]2)[cH:35][cH:36][cH:37][cH:38]3)[CH2:19][CH2:20]1.[NH3:46]>>[c:2]1([NH:12][CH2:13][CH2:14][N:15]2[CH2:16][CH2:17][CH:18]([NH:21][c:22]3[n:23][c:24]4[c:25]([n:26]3[CH2:27][c:28]3[cH:29][cH:30][c:31]([F:34])[cH:32][cH:33]3)[cH:35][cH:36][cH:37][cH:38]4)[CH2:19][CH2:20]2)[cH:3][cH:4][c:5]([N+:9](=[O:10])[O-:11])[c:6]([NH2:8])[n:7]1. Starting materials: C[O-], COC(C)(C)C, CO, CC(=O)c1ccc(-c2ncco2)c(Cl)c1, Cl, CCOC(=O)C(F)(F)F, [Na+], O. The product is O=C(CC(=O)C(F)(F)F)c1ccc(-c2ncco2)c(Cl)c1. RXN SMILES: [CH3:25][O-:26].[CH3:29][O:30][C:31]([CH3:32])([CH3:33])[CH3:34].[CH3:35][OH:36].[Cl:1][c:2]1[cH:3][c:4]([C:13]([CH3:14])=[O:15])[cH:5][cH:6][c:7]1-[c:8]1[o:9][cH:10][cH:11][n:12]1.[ClH:28].[F:16][C:17]([C:18](=[O:19])[O:20][CH2:21][CH3:22])([F:23])[F:24].[Na+:27].[OH2:37]>>[Cl:1][c:2]1[cH:3][c:4]([C:13]([CH2:14][C:18]([C:17]([F:16])([F:23])[F:24])=[O:19])=[O:15])[cH:5][cH:6][c:7]1-[c:8]1[o:9][cH:10][cH:11][n:12]1.